From a dataset of the Open Reaction Database (ORD), a public repository of structured organic reaction records. describe an organic reaction: reactants, conditions, products, and yield Reactants: C(Cl)(Cl)Cl.C(C)(=O)OCC.CO (chloroform ethyl acetate methanol), ClCCNC(=O)N(CC(CO)O)C (1-(2-chloroethyl)-3-methyl-3-(2,3-dihydroxy-n-propyl)urea), N(=O)[O-].[Na+] (sodium nitrite), Cl (hydrochloric acid), N(=O)[O-].[Na+] (sodium nitrite). Solvent: C(C)(=O)O (acetic acid). The product is ClCCN(C(=O)N(CC(CO)O)C)N=O (1-(2-chloroethyl)-1-nitroso-3-methyl-3-(2,3-dihydroxy-n-propyl)urea). The yield is 62.8%. As a reaction SMILES: [Cl:1][CH2:2][CH2:3][NH:4][C:5]([N:7]([CH3:13])[CH2:8][CH:9]([OH:12])[CH2:10][OH:11])=[O:6].[N:14]([O-])=[O:15].[Na+].Cl.C(Cl)(Cl)Cl.C(OCC)(=O)C.CO>C(O)(=O)C>[Cl:1][CH2:2][CH2:3][N:4]([N:14]=[O:15])[C:5]([N:7]([CH3:13])[CH2:8][CH:9]([OH:12])[CH2:10][OH:11])=[O:6] |f:1.2,4.5.6|. Reported procedure: 2.1 g of 1-(2-chloroethyl)-3-methyl-3-(2,3-dihydroxy-n-propyl)urea are dissolved in 10 ml of acetic acid, and 1.4 g of sodium nitrite are added thereto under stirring. The mixture is stirred at room temperature for 2 hours. Then, 2 ml of concentrated hydrochloric acid and one g of sodium nitrite are added to the mixture, and said mixture is further stirred at the same temperature for 2 hours. After the reaction, the mixture is treated in the same manner as described in Example 60-(2) (Solvent us... The reactants are S(=O)([O-])S(=O)[O-].[Na+].[Na+] (Sodiumhydrosulphite), [O-][Si](=O)[O-].[Mg+2] (Florisil), CC1(OC[C@H]2[C@@H](O1)C=CCO2)C ((4aS,8aS)-2,2-dimethyl-4,4a,6,8a-tetrahydro-pyrano[3,2-d][1,3]dioxine), C[N+]1(CCOCC1)[O-] (NMO), C1CCOC1.C(C)(C)(C)O.O (THF tert-BuOH—H2O). The reagents and catalysts are O=[Os](=O)(=O)=O (OsO4). Solvent: O (H2O). Run at time 5 minute. The product is CC1(OC[C@H]2[C@@H](O1)[C@@H]([C@@H](CO2)O)O)C ((+)-(4aS,7R,8R,8aS)-2,2-dimethyl-hexahydro-pyrano[3,2-d][1,3]dioxine-7,8-diol). As a reaction SMILES: [CH3:1][C:2]1([CH3:12])O[C@H:6]2C=CC[O:11][C@H:5]2[CH2:4][O:3]1.C[N+]1([O-])CC[O:17]CC1.S(S([O-])=O)([O-])=O.[Na+].[Na+].[O-][Si]([O-])=O.[Mg+2].C1COCC1.[C:39]([OH:43])([CH3:42])([CH3:41])C.[OH2:44]>O=[Os](=O)(=O)=O.O>[CH3:1][C:2]1([CH3:12])[O:3][C@H:4]2[C@H:41]([OH:17])[C@H:39]([OH:43])[CH2:42][O:11][C@H:5]2[CH2:6][O:44]1 |f:2.3.4,5.6,7.8.9|. Procedure: To a solution of optically pure (4aS,8aS)-2,2-dimethyl-4,4a,6,8a-tetrahydro-pyrano[3,2-d][1,3]dioxine (48 mg, 0.28 mmol) in 4.5 mL of THF-tert-BuOH—H2O (1:3:0.5) was added NMO (45 mg, 0.32 mmol) and the solution was stirred for 5 min. at ambient temperature. OsO4 (15 μL, 25 wt % in tert-BuOH) was added and the solution was stirred at ambient temperature for 4 days. Sodiumhydrosulphite (0.2 g), Florisil (2.0 g) and H2O (5 ml) were added and the mixture was stirred for 30 min, wash with acetone (1... Starting materials: Cc1cccc(Br)[n+]1[O-], O=C([O-])O, [Na+], O, O=[N+]([O-])O, O=S(=O)(O)O. The product is Cc1cc([N+](=O)[O-])cc(Br)[n+]1[O-]. As a reaction SMILES: [Br:10][c:11]1[n+:12]([O-:18])[c:13]([CH3:17])[cH:14][cH:15][cH:16]1.[C:19](=[O:20])([OH:21])[O-:22].[Na+:23].[OH2:24].[OH:1][N+:2]([O-:3])=[O:4].[S:5](=[O:6])(=[O:7])([OH:8])[OH:9]>>[O-:1][N+:2](=[O:4])[c:15]1[cH:14][c:13]([CH3:17])[n+:12]([O-:18])[c:11]([Br:10])[cH:16]1. Reactants: Cl (hydrochloric acid), [Si](C)(C)(C(C)(C)C)O[C@@H]1[C@H](NC=2C=3N(C=CC2C1=O)C=C(N3)C)C3=CC=CC=C3 ((8R,9R)-8-(tert-butyldimethylsilanyloxy)-2-methyl-9-phenyl-7,8,9,10-tetrahydroimidazo[1,2-h][1,7]naphthyridin-7-one), [OH-].[Na+] (sodium hydroxide). The solvent is CO (methanol), CO (methanol). Conditions: time 30 minute. Yields the product O[C@@H]1[C@H](NC=2C=3N(C=CC2C1=O)C=C(N3)C)C3=CC=CC=C3 ((8R,9R)-8-Hydroxy-2-methyl-9-phenyl-7,8,9,10-tetrahydroimidazo[1,2-h][1,7]naphthyridin-7-one). As a reaction SMILES: Cl.[Si]([O:9][C@H:10]1[C:19](=[O:20])[C:18]2[CH:17]=[CH:16][N:15]3[CH:21]=[C:22]([CH3:24])[N:23]=[C:14]3[C:13]=2[NH:12][C@@H:11]1[C:25]1[CH:30]=[CH:29][CH:28]=[CH:27][CH:26]=1)(C(C)(C)C)(C)C.[OH-].[Na+]>CO>[OH:9][C@H:10]1[C:19](=[O:20])[C:18]2[CH:17]=[CH:16][N:15]3[CH:21]=[C:22]([CH3:24])[N:23]=[C:14]3[C:13]=2[NH:12][C@@H:11]1[C:25]1[CH:26]=[CH:27][CH:28]=[CH:29][CH:30]=1 |f:2.3|. Procedure details: 30 ml of concentrated hydrochloric acid are added dropwise at room temperature in the course of 20 minutes to 29.8 g (73.1 mmol) of (8R,9R)-8-(tert-butyldimethylsilanyloxy)-2-methyl-9-phenyl-7,8,9,10-tetrahydroimidazo[1,2-h][1,7]naphthyridin-7-one, dissolved in 30 ml of methanol. The mixture is stirred for a further 30 minutes at room temperature. The methanol is stripped off and the pH of the remaining solution is adjusted to 10 using 2M sodium hydroxide solution. The mixture is extracted three... Reactants: CC1=C(C(=CC(=C1)C)C)N=C(C)C1=NC(=CC=C1)C(C)=O (2-[1-(2,4,6-trimethylphenylimino)ethyl]-6-acetylpyridine), COC1=CC=C(N)C=C1 (4-methoxyaniline). Run in C1(=CC=CC=C1)C (toluene). Run at time 6 day. Yields the product CC1=C(C(=CC(=C1)C)C)N=C(C)C1=NC(=CC=C1)C(C)=NC1=CC=C(C=C1)OC (2-[1-(2,4,6-trimethylphenylimino)ethyl]-6-[1-(4-methoxyphenylimino)ethyl]pyridine). As a reaction SMILES: [CH3:1][C:2]1[CH:7]=[C:6]([CH3:8])[CH:5]=[C:4]([CH3:9])[C:3]=1[N:10]=[C:11]([C:13]1[CH:18]=[CH:17][CH:16]=[C:15]([C:19](=O)[CH3:20])[N:14]=1)[CH3:12].[CH3:22][O:23][C:24]1[CH:30]=[CH:29][C:27]([NH2:28])=[CH:26][CH:25]=1>C1(C)C=CC=CC=1>[CH3:1][C:2]1[CH:7]=[C:6]([CH3:8])[CH:5]=[C:4]([CH3:9])[C:3]=1[N:10]=[C:11]([C:13]1[CH:18]=[CH:17][CH:16]=[C:15]([C:19](=[N:28][C:27]2[CH:29]=[CH:30][C:24]([O:23][CH3:22])=[CH:25][CH:26]=2)[CH3:20])[N:14]=1)[CH3:12]. Procedure: Monoimine (1, 280 mg, 1 mmol) and 4-methoxyaniline (123 mg, 1 mmol) were dissolved in 20 ml of toluene. To this solution 4 Å molecular sieves were added. After standing for 6 days at room temperature the reaction mixture was filtered and the solvent was removed in vacuo. The residue was recrystallised from ethanol. Yield 148 mg (38%) of mixed diimine (6). 1H-NMR (CDCl3) δ 8.42 (dd, 1H), 8.34 (dd, 1H), 7.86 (t, 1H), 6.93 (d, 2H), 6.88 (s, 2H), 6.81 (d, 2H), 3.82 (s, 3H), 2.43 (s, 3H), 2.29 (s, 3H...